Dataset: the Open Reaction Database (ORD), a public repository of structured organic reaction records. Task: describe an organic reaction: reactants, conditions, products, and yield The reactants are aldehyde, imine, Cl (HCl), FC1=C(C#N)C=C(C(=C1)NC)F (2,5-difluoro-4-methylaminobenzonitrile), CO (methanol), [H-].C(C(C)C)[Al+]CC(C)C (diisobutylaluminium hydride). Solvent: C(C)OCC (diethyl ether). Reaction conditions: time 16 hour. Yields the product FC1=C(C=O)C=C(C(=C1)NC)F (2,5-difluoro-4-methylaminobenzaldehyde). RXN SMILES: [F:1][C:2]1[CH:9]=[C:8]([NH:10][CH3:11])[C:7]([F:12])=[CH:6][C:3]=1[C:4]#N.[H-].C([Al+]CC(C)C)C(C)C.C[OH:24].Cl>C(OCC)C>[F:1][C:2]1[CH:9]=[C:8]([NH:10][CH3:11])[C:7]([F:12])=[CH:6][C:3]=1[CH:4]=[O:24] |f:1.2|. Procedure: To a solution of 2,5-difluoro-4-methylaminobenzonitrile (0.509 g, 3.03 mmol) in dry diethyl ether (40 ml) stirred at room temperature under nitrogen, was added dropwise by syringe diisobutylaluminium hydride (5.5 ml, 1.0 M in toluene, 5.5 mmol) and stirring continued for 16 h. The solution was chilled in an ice-bath and methanol (2.8 ml) was added dropwise and the mixture stirred for 1 h before 1.0 M HCl (17 ml) was added and stirring continued for a further 1 h. The reaction mixture was then pa... The reactants are [Al+3], C1CCOC1, CCOC(=O)c1coc(-c2ccc(Cl)c(C)c2)n1, [H-], [H-], [H-], [H-], [Li+], [Na+], [OH-], O. Product: Cc1cc(-c2nc(CO)co2)ccc1Cl. As a reaction SMILES: [Al+3:2].[CH2:28]1[O:29][CH2:30][CH2:31][CH2:32]1.[Cl:7][c:8]1[c:9]([CH3:24])[cH:10][c:11](-[c:14]2[o:15][cH:16][c:17]([C:19](=[O:20])[O:21][CH2:22][CH3:23])[n:18]2)[cH:12][cH:13]1.[H-:1].[H-:4].[H-:5].[H-:6].[Li+:3].[Na+:27].[OH-:26].[OH2:25]>>[Cl:7][c:8]1[c:9]([CH3:24])[cH:10][c:11](-[c:14]2[o:15][cH:16][c:17]([CH2:19][OH:20])[n:18]2)[cH:12][cH:13]1. Reactants: BrB(Br)Br, COc1ccccc1N(C)C(=O)c1ccc(Cl)c(Br)c1, ClCCl. Yields the product CN(C(=O)c1ccc(Cl)c(Br)c1)c1ccccc1O. RXN SMILES: [B:21]([Br:22])([Br:23])[Br:24].[Br:1][c:2]1[cH:3][c:4]([C:5](=[O:6])[N:7]([CH3:8])[c:9]2[c:10]([O:15][CH3:16])[cH:11][cH:12][cH:13][cH:14]2)[cH:17][cH:18][c:19]1[Cl:20].[Cl:25][CH2:26][Cl:27]>>[Br:1][c:2]1[cH:3][c:4]([C:5](=[O:6])[N:7]([CH3:8])[c:9]2[c:10]([OH:15])[cH:11][cH:12][cH:13][cH:14]2)[cH:17][cH:18][c:19]1[Cl:20]. The reactants are NC(=O)c1cc(OCCNCC(O)c2ccc(OCc3ccccc3)cc2)ccc1O, CO. Yields the product NC(=O)c1cc(OCCNCC(O)c2ccc(O)cc2)ccc1O. As a reaction SMILES: [CH2:1]([c:2]1[cH:3][cH:4][cH:5][cH:6][cH:7]1)[O:8][c:9]1[cH:10][cH:11][c:12]([CH:13]([CH2:14][NH:15][CH2:16][CH2:17][O:18][c:19]2[cH:20][c:21]([C:26]([NH2:27])=[O:28])[c:22]([OH:25])[cH:23][cH:24]2)[OH:29])[cH:30][cH:31]1.[CH3:32][OH:33]>>[OH:8][c:9]1[cH:10][cH:11][c:12]([CH:13]([CH2:14][NH:15][CH2:16][CH2:17][O:18][c:19]2[cH:20][c:21]([C:26]([NH2:27])=[O:28])[c:22]([OH:25])[cH:23][cH:24]2)[OH:29])[cH:30][cH:31]1. Starting materials: COC(C1=C(C=C(C=C1)N)NC(=O)NC(C)C)=O (methyl-4-amino-2-(3-isopropylureido)benzoate), C(CC)N (n-propylamine), XVIII, ClC(Cl)(Cl)OC(=O)Cl (trichloromethylchloroformate). Run in C(C)(=O)OCC (ethyl acetate), C(C)(=O)OCC (ethyl acetate), C(C)(=O)OCC (ethyl acetate). Yields the product COC(C1=C(C=C(C=C1)NC(=O)NCCC)NC(=O)NC(C)C)=O (methyl-4-(3-propylureido)-2-(3-isopropylureido)benzoate). Reaction SMILES: [CH3:1][O:2][C:3](=[O:18])[C:4]1[CH:9]=[CH:8][C:7]([NH2:10])=[CH:6][C:5]=1[NH:11][C:12]([NH:14][CH:15]([CH3:17])[CH3:16])=[O:13].ClC(O[C:24](Cl)=[O:25])(Cl)Cl.[CH2:27]([NH2:30])[CH2:28][CH3:29]>C(OCC)(=O)C>[CH3:1][O:2][C:3](=[O:18])[C:4]1[CH:9]=[CH:8][C:7]([NH:10][C:24]([NH:30][CH2:27][CH2:28][CH3:29])=[O:25])=[CH:6][C:5]=1[NH:11][C:12]([NH:14][CH:15]([CH3:16])[CH3:17])=[O:13]. Procedure: A solution of methyl-4-amino-2-(3-isopropylureido)benzoate (500 mg), prepared as described in Preparation XVIII, above, in ethyl acetate (10 ml) was added to a solution of trichloromethylchloroformate (0.157 gm) in 5 ml ethyl acetate. After 11/2 hours, 5 ml of n-propylamine was added. The solution was diluted with ethyl acetate, extracted with water, 5% hydrochloric acid and washed with saturated sodium bicarbonate solution. The ethyl acetate layer was dried over magnesium sulphate and evaporate... The reactants are O=C([O-])[O-], C1CCNCC1, CC#N, [K+], [K+], CC(C)(C)c1nc(N)sc1Br, O. The product is CC(C)(C)c1nc(N)sc1N1CCCCC1. RXN SMILES: [C:18](=[O:19])([O-:20])[O-:21].[CH2:12]1[CH2:13][CH2:14][NH:15][CH2:16][CH2:17]1.[CH3:24][C:25]#[N:26].[K+:22].[K+:23].[NH2:1][c:2]1[s:3][c:4]([Br:11])[c:5]([C:7]([CH3:8])([CH3:9])[CH3:10])[n:6]1.[OH2:27]>>[NH2:1][c:2]1[s:3][c:4]([N:15]2[CH2:14][CH2:13][CH2:12][CH2:17][CH2:16]2)[c:5]([C:7]([CH3:8])([CH3:9])[CH3:10])[n:6]1.